Task: describe an organic reaction: reactants, conditions, products, and yield. Dataset: the Open Reaction Database (ORD), a public repository of structured organic reaction records The reactants are C(C)OC(OCC)(OCC)OCC (tetraethoxymethane), ClC1=C(N)C(=CC=C1)[N+](=O)[O-] (2-Chloro-6-nitroaniline), stannous chloride dihydrate, [OH-].[Na+] (sodium hydroxide). The solvent is C(C)O (ethanol). Reaction conditions: temperature 130 celsius, time 12 hour. Yields the product ClC1=CC=CC=2N=C(NC21)OCC (4-chloro-2-ethoxybenzimidazole). Isolated yield 35.1%. RXN SMILES: [Cl:1][C:2]1[CH:8]=[CH:7][CH:6]=[C:5]([N+:9]([O-])=O)[C:3]=1[NH2:4].[OH-].[Na+].[CH2:14]([O:16][C:17](OCC)(OCC)OCC)[CH3:15]>C(O)C>[Cl:1][C:2]1[C:3]2[NH:4][C:17]([O:16][CH2:14][CH3:15])=[N:9][C:5]=2[CH:6]=[CH:7][CH:8]=1 |f:1.2|. Procedure: 2-Chloro-6-nitroaniline (3.45 g, 20.0 mmol) and stannous chloride dihydrate (18.05 g, 80.0 mmol) were heated under reflux in ethanol (80 mL) for 3 hr. The reaction mixture was neutralized with aqueous sodium hydroxide solution, and the precipitate was filtered off. The filtrate was extracted with ethyl acetate, washed with brine, dried over anhydrous magnesium sulfate, and concentrated under reduced pressure. The residue was mixed with tetraethoxymethane (10 mL, 47.7 mmol) and the mixture was st... The reactants are [N+](=O)([O-])C1=CC(=C(C=C1)S(=O)(=O)NCCCCCC(=O)O)OC (ε(4-nitro 2-methoxy-benzenesulfonamido) caproic acid), C (charcoal). Solvent: C(C)(=O)OCC (ethyl acetate). Reaction conditions: time 4 hour. Product: NC1=CC(=C(C=C1)S(=O)(=O)NCCCCCC(=O)O)OC (ε(4-amino 2-methoxy-benzenesulfonamido) caproic acid). The yield is 98.0%. Reaction SMILES: [N+:1]([C:4]1[CH:9]=[CH:8][C:7]([S:10]([NH:13][CH2:14][CH2:15][CH2:16][CH2:17][CH2:18][C:19]([OH:21])=[O:20])(=[O:12])=[O:11])=[C:6]([O:22][CH3:23])[CH:5]=1)([O-])=O.C>C(OCC)(=O)C>[NH2:1][C:4]1[CH:9]=[CH:8][C:7]([S:10]([NH:13][CH2:14][CH2:15][CH2:16][CH2:17][CH2:18][C:19]([OH:21])=[O:20])(=[O:11])=[O:12])=[C:6]([O:22][CH3:23])[CH:5]=1. Procedure details: A solution of ε(4-nitro 2-methoxy-benzenesulfonamido) caproic acid (1.4 g) in solution in ethyl acetate (150 cm3) is stirred magnetically under a hydrogen atmosphere in the presence of 5% palladized charcoal (120 mg). After four hours, the hydrogen absorption being terminated, the catalyst is filtered and the filtrate concentrated under reduced pressure. Pure ε(4-amino 2-methoxy-benzenesulfonamido) caproic acid is obtained, with a yield of 98%. Reactants: ( i ), Cl.C1C(CCC2=CC=CC=C12)NCC(COC1=CC=CC=2C=C(OC21)C(C)=O)O (N-(1,2,3,4-tetrahydronaphth-2-yl)-2-hydroxy-3-(2-acetylbenzofuran-7-yloxy)propanamine hydrochloride). Run in C(C)O (ethanol). Yields the product NC1CC2=CC=CC=C2CC1 (2-aminotetralin). Reaction SMILES: Cl.[CH2:2]1[C:11]2[C:6](=[CH:7][CH:8]=[CH:9][CH:10]=2)[CH2:5][CH2:4][CH:3]1[NH:12]CC(O)COC1C2OC(C(=O)C)=CC=2C=CC=1>C(O)C>[NH2:12][CH:3]1[CH2:4][CH2:5][C:6]2[C:11](=[CH:10][CH:9]=[CH:8][CH:7]=2)[CH2:2]1 |f:0.1|. Procedure details: Following the procedure described in Example 27, but starting from 2-acetyl-7-(2,3-epoxypropoxy)benzofuran (23.2 g), obtained from 2-acetyl-7- hydroxybenzofuran and epichlorohydrin according to the teaching of Belgian Patent 783,440, and 2-aminotetralin (14.81 g) in ethanol (120 ml), N-(1,2,3,4-tetrahydronaphth-2-yl)-2-hydroxy-3-(2-acetylbenzofuran-7-yloxy)propanamine hydrochloride is obtained ((i): R=H, Ar=radical 24 wherein Z is acetyl and the chain bridges position 4 of the Ar group to positi... Starting materials: CCN=C=NCCCN(C)C (EDCI), ClC=1C=C2C(=CN1)NC(=C2)C(=O)O (5-chloro-1H-pyrrolo[2,3-c]pyridine-2-carboxylic acid), Cl.C(C)OC([C@@H](N)CC1=CC=CC=C1)=O (L-phenylalanine ethyl ester hydrochloride), C=1C=CC2=C(C1)N=NN2O (HOBt), CCN(C(C)C)C(C)C (DIPEA). The solvent is CN(C)C=O (DMF). Reaction conditions: time 5 minute. Product: C(C)OC([C@H](CC1=CC=CC=C1)NC(=O)C1=CC=2C(=CN=C(C2)Cl)N1)=O (2-(S)-[(5-Chloro-1H-pyrrolo[2,3-c]pyridine-2-carbonyl)amino]-3-phenylpropionic acid ethyl ester). Reaction SMILES: [Cl:1][C:2]1[CH:3]=[C:4]2[CH:10]=[C:9]([C:11]([OH:13])=O)[NH:8][C:5]2=[CH:6][N:7]=1.Cl.[CH2:15]([O:17][C:18](=[O:28])[C@H:19]([CH2:21][C:22]1[CH:27]=[CH:26][CH:25]=[CH:24][CH:23]=1)[NH2:20])[CH3:16].C1C=CC2N(O)N=NC=2C=1.CCN(C(C)C)C(C)C.CCN=C=NCCCN(C)C>CN(C=O)C>[CH2:15]([O:17][C:18](=[O:28])[C@@H:19]([NH:20][C:11]([C:9]1[NH:8][C:5]2=[CH:6][N:7]=[C:2]([Cl:1])[CH:3]=[C:4]2[CH:10]=1)=[O:13])[CH2:21][C:22]1[CH:27]=[CH:26][CH:25]=[CH:24][CH:23]=1)[CH3:16] |f:1.2|. Procedure: To a solution of 5-chloro-1H-pyrrolo[2,3-c]pyridine-2-carboxylic acid (Preparation 18, 2.00 g, 10.2 mmol) in DMF (50 mL) was added L-phenylalanine ethyl ester hydrochloride (2.45 g, 10.7 mmol), HOBt (1.37 g, 10.2 mmol) and DIPEA (5.3 mL, 30.5 mmol). After 5 min, EDCI (2.54 g, 13.2 mmol) was added and the reaction mixture stirred at rt for 16 h. The solvent was removed in vacuo and the solid dissolved in ethyl acetate (150 mL) and washed with water (200 mL). The organic phase was dried (MgSO4), c... Starting materials: FC=1C=[N+](C=CC1[N+](=O)[O-])[O-] (3-fluoro-4-nitropyridine-1-oxide), C1(CCC2=CC=CC=C12)N (indan-1-amine). Solvent: C(C)O (ethanol). The product is C1(CCC2=CC=CC=C12)NC=1C=[N+](C=CC1[N+](=O)[O-])[O-] (N-(Indan-1-yl)-4-nitro-3-pyridinamine-1-oxide). The yield is 95.7%. Reaction SMILES: F[C:2]1[CH:3]=[N+:4]([O-:11])[CH:5]=[CH:6][C:7]=1[N+:8]([O-:10])=[O:9].[CH:12]1([NH2:21])[C:20]2[C:15](=[CH:16][CH:17]=[CH:18][CH:19]=2)[CH2:14][CH2:13]1>C(O)C>[CH:12]1([NH:21][C:2]2[CH:3]=[N+:4]([O-:11])[CH:5]=[CH:6][C:7]=2[N+:8]([O-:10])=[O:9])[C:20]2[C:15](=[CH:16][CH:17]=[CH:18][CH:19]=2)[CH2:14][CH2:13]1. Reported procedure: A solution of 3-fluoro-4-nitropyridine-1-oxide (5.6 g) and indan-1-amine (6 g) in 100 ml ethanol was stirred at reflux for one hour and thereafter cooled and concentrated to 12 g of solid. This solid was purified by flash chromatography (silica, 10% ethyl acetate in dichloromethane) to give 9.2 g solid, m.p. 137°-138°. An analytical sample was obtained by recrystallizing 2.7 g from ethanol to give 2.5 g crystals, m.p. 141°-142°. The reactants are CC(=O)O, COc1ccc(COC(=O)c2ccc3ccccc3c2O)cc1, O=[N+]([O-])O. Yields the product COc1ccc(COC(=O)c2cc([N+](=O)[O-])c3ccccc3c2O)cc1. As a reaction SMILES: [C:28]([OH:29])(=[O:30])[CH3:31].[OH:1][c:2]1[c:3]([C:12](=[O:13])[O:14][CH2:15][c:16]2[cH:17][cH:18][c:19]([O:22][CH3:23])[cH:20][cH:21]2)[cH:4][cH:5][c:6]2[cH:7][cH:8][cH:9][cH:10][c:11]12.[OH:24][N+:25]([O-:26])=[O:27]>>[OH:1][c:2]1[c:3]([C:12](=[O:13])[O:14][CH2:15][c:16]2[cH:17][cH:18][c:19]([O:22][CH3:23])[cH:20][cH:21]2)[cH:4][c:5]([N+:25](=[O:24])[O-:26])[c:6]2[cH:7][cH:8][cH:9][cH:10][c:11]12.